This data is from the Open Reaction Database (ORD), a public repository of structured organic reaction records. The task is: describe an organic reaction: reactants, conditions, products, and yield The reactants are C(C)(=O)OCC.CCCCCC (ethyl acetate hexane), C(#N)C=1C=CC(=C(C1)N(CC(=O)O)CC(=O)N(C)N1CC2=CC=CC=C2C1)C (N-(5-cyano-2-methylphenyl)-N-{2-[1,3-dihydro-2H-isoindol-2-yl(methyl)amino]-2-oxoethyl}glycine), CCN=C=NCCCN(C)C (WSC), CC1=NN(C2=CC(=C(C=C12)C)N)C1OCCCC1 (3,5-dimethyl-1-(tetrahydro-2H-pyran-2-yl)-1H-indazol-6-amine), ON1N=NC2=C1C=CC=C2 (1-hydroxybenzotriazole). Solvent: CN(C=O)C (N,N-dimethylformamide), ClCCl (dichloromethane). Conditions: time 8 hour. Yields the product C(#N)C=1C=CC(=C(C1)N(CC(=O)NCCN(C(C)C)C(=O)OC(C)(C)C)CC(=O)N(C)N1CC2=CC=CC=C2C1)C (N2-(5-cyano-2-methylphenyl)-N2-{2-[1,3-dihydro-2H-isoindol-2-yl(methyl)amino]-2-oxoethyl}-N1-{2-[(tert-butoxycarbonyl)(isopropyl)amino]ethyl}glycinamide). Isolated yield 81.0%. Reaction SMILES: [C:1]([C:3]1[CH:4]=[CH:5][C:6]([CH3:28])=[C:7]([N:9]([CH2:14][C:15]([N:17]([N:19]2[CH2:27][C:26]3[C:21](=[CH:22][CH:23]=[CH:24][CH:25]=3)[CH2:20]2)[CH3:18])=[O:16])[CH2:10]C(O)=O)[CH:8]=1)#[N:2].CC1[C:38]2[C:33](=CC(N)=C(C)C=2)[N:32]([CH:41]2CCCC[O:42]2)N=1.O[N:48]1[C:52]2[CH:53]=CC=C[C:51]=2N=N1.CCN=C=N[CH2:62][CH2:63][CH2:64]N(C)C.[C:68]([O:71]CC)(=[O:70])C.[CH3:74]CCCCC>ClCCl.CN(C)C=O>[C:1]([C:3]1[CH:4]=[CH:5][C:6]([CH3:28])=[C:7]([N:9]([CH2:14][C:15]([N:17]([N:19]2[CH2:20][C:21]3[C:26](=[CH:25][CH:24]=[CH:23][CH:22]=3)[CH2:27]2)[CH3:18])=[O:16])[CH2:10][C:41]([NH:32][CH2:33][CH2:38][N:48]([C:68]([O:71][C:63]([CH3:64])([CH3:74])[CH3:62])=[O:70])[CH:52]([CH3:51])[CH3:53])=[O:42])[CH:8]=1)#[N:2] |f:4.5|. Procedure details: The compound (2.32 g, 6.13 mmol) obtained in step A, the compound of Reference Example 3 (1.67 g, 8.26 mmol) and 1-hydroxybenzotriazole (1.19 g, 8.81 mmol) were dissolved in an N,N-dimethylformamide (3 ml)-dichloromethane (40 ml) mixed solvent, WSC (1.80 g, 9.39 mmol) was added under ice-cooling, and the mixture was stirred at room temperature overnight. The reaction mixture was diluted with an ethyl acetate-hexane=1:1 (250 ml) mixed solvent, washed with water, 10% aqueous citric acid solution, ... Starting materials: CN1N=NN=C1S (1-methyl-5-mercapto-1,2,3,4-tetrazole), thiol, Cl (hydrochloric acid), CC(=O)OCC1=C(N2[C@@H]([C@@H](C2=O)N)SC1)C(=O)O (7-aminocephalosporanic acid). The solvent is C(C)N(CC)CC (triethylamine), O (water), C(C)N(CC)CC (triethylamine), O (water). Run at temperature 53 celsius, time 60 minute. Yields the product NC1[C@@H]2N(C(=C(CS2)CSC2=NN=NN2C)C(=O)O)C1=O (7-amino-3-[(1-methyl-1,2,3,4-tetrazol-5-yl)thiomethyl]-3-cephem-4-carboxylic acid). The yield is 64.4%. RXN SMILES: [CH3:1][N:2]1[C:6]([SH:7])=[N:5][N:4]=[N:3]1.CC(O[CH2:12][C:13]1[CH2:22][S:21][C@@H:16]2[C@H:17]([NH2:20])[C:18](=[O:19])[N:15]2[C:14]=1[C:23]([OH:25])=[O:24])=O.Cl>C(N(CC)CC)C.O>[NH2:20][CH:17]1[C:18](=[O:19])[N:15]2[C:14]([C:23]([OH:25])=[O:24])=[C:13]([CH2:12][S:7][C:6]3[N:2]([CH3:1])[N:3]=[N:4][N:5]=3)[CH2:22][S:21][C@H:16]12. Procedure: A solution of 72.5 g of 1-methyl-5-mercapto-1,2,3,4-tetrazole (MTA) in 87.5 ml of triethylamine in 3 liters of water was heated to 75° C. 68 g of 7-aminocephalosporanic acid (92%) were added, to give a suspension with pH 4.35. 28 ml of triethylamine were added at the same temperature and the solution thus formed, with pH 5.20, was held for 30 min at 75° C. and 60 min at 53° C. Throughout the whole operation the reaction isoelectric pH was held to 5.25 with the gradual addition of a solution of 2... Starting materials: Cl (hydrogen chloride), C(C)OC1=C(C#N)C=CC(=C1)C(F)(F)F (2-Ethoxy-4-trifluoromethyl-benzonitrile), C(C)O (ethanol), Teflon, Cl (hydrogen chloride). Run at time 11 day. The product is Cl.C(C)OC1=C(C(OCC)=N)C=CC(=C1)C(F)(F)F (ethyl 2-ethoxy-4-trifluoromethyl-benzimidate hydrochloride). Isolated yield 67.0%. RXN SMILES: [CH2:1]([O:3][C:4]1[CH:11]=[C:10]([C:12]([F:15])([F:14])[F:13])[CH:9]=[CH:8][C:5]=1[C:6]#[N:7])[CH3:2].[ClH:16].[CH2:17]([OH:19])[CH3:18]>>[ClH:16].[CH2:1]([O:3][C:4]1[CH:11]=[C:10]([C:12]([F:13])([F:14])[F:15])[CH:9]=[CH:8][C:5]=1[C:6](=[NH:7])[O:19][CH2:17][CH3:18])[CH3:2] |f:3.4|. Procedure details: 2-Ethoxy-4-trifluoromethyl-benzonitrile (64 g) was dissolved in 750 mL of anhydrous ethanol. The solution was cooled to 0° C. and saturated with hydrogen chloride gas. The reaction flask was then sealed with a Teflon stopper and stirred at room temperature for 11 d. The progress of the reaction was checked every few days, and the solution was saturated again with hydrogen chloride gas. Nitrogen gas was bubbled through the solution to remove excess hydrogen chloride gas. The solvent was removed a... RXN SMILES: [Cl:1][C:2]1[CH:7]=[CH:6][C:5]([CH:8]([C:27]2[CH:32]=[CH:31][C:30]([Cl:33])=[CH:29][CH:28]=2)[N:9]2[CH2:12][C:11](=[CH:13][S:14]([CH2:17][C:18]3[CH:19]=[C:20]([CH:24]=[CH:25][CH:26]=3)[C:21](O)=[O:22])(=[O:16])=[O:15])[CH2:10]2)=[CH:4][CH:3]=1.[NH2:34][CH2:35][CH2:36][CH2:37][N:38]1[CH:42]=[CH:41][N:40]=[CH:39]1>>[Cl:1][C:2]1[CH:3]=[CH:4][C:5]([CH:8]([C:27]2[CH:32]=[CH:31][C:30]([Cl:33])=[CH:29][CH:28]=2)[N:9]2[CH2:10][C:11](=[CH:13][S:14]([CH2:17][C:18]3[CH:19]=[C:20]([CH:24]=[CH:25][CH:26]=3)[C:21]([NH:34][CH2:35][CH2:36][CH2:37][N:38]3[CH:42]=[CH:41][N:40]=[CH:39]3)=[O:22])(=[O:15])=[O:16])[CH2:12]2)=[CH:6][CH:7]=1. The product is ClC1=CC=C(C=C1)C(N1CC(C1)=CS(=O)(=O)CC=1C=C(C(=O)NCCCN2C=NC=C2)C=CC1)C1=CC=C(C=C1)Cl (3-({1-[bis(4-chlorophenyl)methyl]azetidin-3-ylidene}methanesulfonylmethyl)-N-(3-imidazol-1-ylpropyl)benzamide). The reactants are ClC1=CC=C(C=C1)C(N1CC(C1)=CS(=O)(=O)CC=1C=C(C(=O)O)C=CC1)C1=CC=C(C=C1)Cl (3-({1-[bis(4-chlorophenyl)methyl]azetidin-3-ylidene}methanesulfonylmethyl)benzoic acid), resin, NCCCN1C=NC=C1 (N-(3-aminopropyl)imidazole). Reported procedure: The operation is carried out under the conditions described in Example 124 starting with 150 mg of activated 3-({1-[bis(4-chlorophenyl)methyl]azetidin-3-ylidene}methanesulfonylmethyl)benzoic acid on TFP resin (165 μM) and 0.0316 cm3 of N-(3-aminopropyl)imidazole. 54 mg of 3-({1-[bis(4-chlorophenyl)methyl]azetidin-3-ylidene}methanesulfonylmethyl)-N-(3-imidazol-1-ylpropyl)benzamide are thus obtained in the form of a yellow foam [1H NMR spectrum (400 MHz, (CD3)2SO-d6, δ in ppm): 1.97 (mt, 2H), 2.98... Yield: 114.2%. Reagents/catalysts: [Pd](Cl)Cl (palladium(II) chloride). The reactants are ClC=1C(=C(C=CC1)[C@@](CCCCOC)(O)[C@H]1CN(CCC1)C(=O)N[C@@H]1CN(CC[C@H]1C1CCCCC1)C(=O)OCC1=CC=CC=C1)F ((3S,4S)-benzyl 3-((R)-3-((S)-1-(3-chloro-2-fluorophenyl)-1-hydroxy-5-methoxypentyl)piperidine-1-carboxamido)-4-cyclohexylpiperidine-1-carboxylate). Procedure: (3S,4S)-benzyl 3-((R)-3-((S)-1-(3-chloro-2-fluorophenyl)-1-hydroxy-5-methoxypentyl)piperidine-1-carboxamido)-4-cyclohexylpiperidine-1-carboxylate (18.4 mg, 0.027 mmol) and palladium(II) chloride (catalytic amount, c.a. 4 mg) were mixed with EtOAc (3 mL). The flask was evacuated and filled by H2 gas (3×). A balloon filled with H2 gas was attached to the flask to maintain the H2 gas atmosphere for 2 h. LC-MS showed most of the starting material had been converted to product. The mixture was concen... Reaction SMILES: [Cl:1][C:2]1[C:3]([F:47])=[C:4]([C@:8]([C@@H:16]2[CH2:21][CH2:20][CH2:19][N:18]([C:22]([NH:24][C@H:25]3[C@H:30]([CH:31]4[CH2:36][CH2:35][CH2:34][CH2:33][CH2:32]4)[CH2:29][CH2:28][N:27](C(OCC4C=CC=CC=4)=O)[CH2:26]3)=[O:23])[CH2:17]2)([OH:15])[CH2:9][CH2:10][CH2:11][CH2:12][O:13][CH3:14])[CH:5]=[CH:6][CH:7]=1>[Pd](Cl)Cl.CCOC(C)=O>[Cl:1][C:2]1[C:3]([F:47])=[C:4]([C@:8]([C@@H:16]2[CH2:21][CH2:20][CH2:19][N:18]([C:22]([NH:24][CH:25]3[CH:30]([CH:31]4[CH2:32][CH2:33][CH2:34][CH2:35][CH2:36]4)[CH2:29][CH2:28][NH:27][CH2:26]3)=[O:23])[CH2:17]2)([OH:15])[CH2:9][CH2:10][CH2:11][CH2:12][O:13][CH3:14])[CH:5]=[CH:6][CH:7]=1. Product: ClC=1C(=C(C=CC1)[C@@](CCCCOC)(O)[C@H]1CN(CCC1)C(=O)NC1CNCCC1C1CCCCC1)F ((3R)-3-((S)-1-(3-chloro-2-fluorophenyl)-1-hydroxy-5-methoxypentyl)-N-((3RS,4RS)-4-cyclohexylpiperidin-3-yl)piperidine-1-carboxamide). Run in CCOC(=O)C (EtOAc). The reactants are N1=CN=C2N=CNC2=C1 (purine), FC1=CC=C(C=C1)[N+](=O)[O-] (1-fluoro-4-nitrobenzene). Yields the product N1(C=NC2=C1C=NC=N2)C2=CC=C(C=C2)[N+](=O)[O-] (4-(4,6-Diazabenzimidazol-1-yl)nitrobenzene). Reaction SMILES: [N:1]1[CH:9]=[C:8]2[C:4]([N:5]=[CH:6][NH:7]2)=[N:3][CH:2]=1.F[C:11]1[CH:16]=[CH:15][C:14]([N+:17]([O-:19])=[O:18])=[CH:13][CH:12]=1>>[N:7]1([C:11]2[CH:16]=[CH:15][C:14]([N+:17]([O-:19])=[O:18])=[CH:13][CH:12]=2)[C:8]2[CH:9]=[N:1][CH:2]=[N:3][C:4]=2[N:5]=[CH:6]1. Reported procedure: Prepared from purine and 1-fluoro-4-nitrobenzene as described for Example 1, Step 1. The product precipitated from the reaction mixture as a single isomer; δ (D6 -DMSO) 8.16 (2H, d, J=9.0Hz, Ar--H), 8.48 (2H, d, J=9.0Hz, Ar--H), 9.13 (1H, s, Ar--H), 9.28 (1H, s, Ar--H), 9.39 (1H, s, Ar--H). Reactants: O=C1CCC(=O)N1Br, ClC(Cl)(Cl)Cl, Cc1cccc2cn(-c3ccc(C(F)(F)F)cc3)nc12, O=C(OOOC(=O)c1ccccc1-c1ccccc1)c1ccccc1-c1ccccc1. As a reaction SMILES: [Br:21][N:22]1[C:23](=[O:24])[CH2:25][CH2:26][C:27]1=[O:28].[C:60]([Cl:61])([Cl:62])([Cl:63])[Cl:64].[CH3:1][c:2]1[cH:3][cH:4][cH:5][c:6]2[cH:7][n:8](-[c:11]3[cH:12][cH:13][c:14]([C:17]([F:18])([F:19])[F:20])[cH:15][cH:16]3)[n:9][c:10]12.[c:29]1(-[c:30]2[c:31]([C:32]([O:33][O:34][O:35][C:36](=[O:37])[c:38]3[c:39](-[c:40]4[cH:41][cH:42][cH:43][cH:44][cH:45]4)[cH:46][cH:47][cH:48][cH:49]3)=[O:50])[cH:51][cH:52][cH:53][cH:54]2)[cH:55][cH:56][cH:57][cH:58][cH:59]1>>[CH2:1]([c:2]1[cH:3][cH:4][cH:5][c:6]2[cH:7][n:8](-[c:11]3[cH:12][cH:13][c:14]([C:17]([F:18])([F:19])[F:20])[cH:15][cH:16]3)[n:9][c:10]12)[Br:21]. Yields the product FC(F)(F)c1ccc(-n2cc3cccc(CBr)c3n2)cc1. Starting materials: BrC1=CC(=CS1)C(=O)N1CCC[C@@H]2CCCC[C@H]12 (cis-(5-Bromo-thiophen-3-yl)-(octahydro-quinolin-1-yl)methanone), COC1=NC=C(C=C1)B(O)O (2-methoxypyridine-5-boronic acid), C([O-])([O-])=O.[Cs+].[Cs+] (caesium carbonate). Reagents/catalysts: C1(=CC=CC=C1)P(C1=CC=CC=C1)C1=CC=CC=C1.C1(=CC=CC=C1)P(C1=CC=CC=C1)C1=CC=CC=C1.C1(=CC=CC=C1)P(C1=CC=CC=C1)C1=CC=CC=C1.C1(=CC=CC=C1)P(C1=CC=CC=C1)C1=CC=CC=C1.[Pd] (palladium tetrakis(triphenylphosphine)). Run in IMS, COCCOC (DME), O (water). Run at temperature 140 celsius. The product is COC1=CC=C(C=N1)C1=CC(=CS1)C(=O)N1CCCC2CCCCC12 ([5-(6-Methoxy-pyridin-3-yl)-thiophen-3-yl]-(octahydro-quinolin-1-yl)-methanone). As a reaction SMILES: Br[C:2]1[S:6][CH:5]=[C:4]([C:7]([N:9]2[C@@H:18]3[C@@H:13]([CH2:14][CH2:15][CH2:16][CH2:17]3)[CH2:12][CH2:11][CH2:10]2)=[O:8])[CH:3]=1.[CH3:19][O:20][C:21]1[CH:26]=[CH:25][C:24](B(O)O)=[CH:23][N:22]=1.C(=O)([O-])[O-].[Cs+].[Cs+]>COCCOC.O.C1(P(C2C=CC=CC=2)C2C=CC=CC=2)C=CC=CC=1.C1(P(C2C=CC=CC=2)C2C=CC=CC=2)C=CC=CC=1.C1(P(C2C=CC=CC=2)C2C=CC=CC=2)C=CC=CC=1.C1(P(C2C=CC=CC=2)C2C=CC=CC=2)C=CC=CC=1.[Pd]>[CH3:19][O:20][C:21]1[N:22]=[CH:23][C:24]([C:2]2[S:6][CH:5]=[C:4]([C:7]([N:9]3[CH:18]4[CH:13]([CH2:14][CH2:15][CH2:16][CH2:17]4)[CH2:12][CH2:11][CH2:10]3)=[O:8])[CH:3]=2)=[CH:25][CH:26]=1 |f:2.3.4,7.8.9.10.11|. Procedure details: cis-(5-Bromo-thiophen-3-yl)-(octahydro-quinolin-1-yl)methanone (0.1 g, 0.30 mmol) was combined with 2-methoxypyridine-5-boronic acid (0.045 g, 0.3 mmol), caesium carbonate (0.142 g, 0.44 mmol), and palladium tetrakis(triphenylphosphine) (0.031 g, 0.03 mmol) in DME (6 mL), IMS (2 mL) and water (13 mL). The reaction mixture was heated by microwave irradiation to 140° C. for 20 minutes. The solution was partitioned between ethyl acetate and water and the phases separated then the organic phase was ... Starting materials: OC1=CC=C(CO)C=C1 (4-Hydroxy-benzylalcohol), C(=O)([O-])[O-].[K+].[K+] (K2CO3), BrCC(=O)C1=CC=CC=C1 (2-bromo-1-phenylethanone). The solvent is C(C)#N (acetonitrile). Conditions: temperature 80 celsius, time 5 minute. Yields the product OCC1=CC=C(OCC(=O)C2=CC=CC=C2)C=C1 (2-[4-(Hydroxymethyl)phenoxy]-1-phenylethanone). Isolated yield 82.2%. As a reaction SMILES: [OH:1][C:2]1[CH:9]=[CH:8][C:5]([CH2:6][OH:7])=[CH:4][CH:3]=1.C([O-])([O-])=O.[K+].[K+].Br[CH2:17][C:18]([C:20]1[CH:25]=[CH:24][CH:23]=[CH:22][CH:21]=1)=[O:19]>C(#N)C>[OH:7][CH2:6][C:5]1[CH:8]=[CH:9][C:2]([O:1][CH2:17][C:18]([C:20]2[CH:25]=[CH:24][CH:23]=[CH:22][CH:21]=2)=[O:19])=[CH:3][CH:4]=1 |f:1.2.3|. Reported procedure: To a 100 mL RB flask fitted with magnetic stirrer was charged 20 mL of acetonitrile. To the stirred solvent was added 4-Hydroxy-benzylalcohol (6.74 g, 25.1 mmol) and K2CO3 (10.4 g, 75.3 mmol). Then it was stirred for 5 min. 2-bromo-1-phenylethanone (5 g, 25.1 mmol) was added. Then RM heated 80° C. for 2 h. After completion of the reaction (reaction monitored by TLC), the RM was concentrated in vacuum to remove the acetonitrile. To the residue was then added 10 mL of water and extracted with ethy...